This data is from the Open Reaction Database (ORD), a public repository of structured organic reaction records. The task is: describe an organic reaction: reactants, conditions, products, and yield The reactants are HClO4, C(C1CO1)OCC=C (Allyl glycidyl ether), C(=O)([O-])[O-].[Na+].[Na+] (Na2CO3). Run in O (water). Reaction conditions: temperature 80 celsius, time 12 hour. Product: C(C=C)OCC(CO)O (3-allyloxy-1,2-propanediol). The yield is 86.0%. As a reaction SMILES: [CH2:1]([O:5][CH2:6][CH:7]=[CH2:8])[CH:2]1[O:4][CH2:3]1.C([O-])([O-])=[O:10].[Na+].[Na+]>O>[CH2:6]([O:5][CH2:1][CH:2]([OH:4])[CH2:3][OH:10])[CH:7]=[CH2:8] |f:1.2.3|. Procedure: A 5,000 mL, 3-necked flask fitted with a mechanical stirrer, thermometer and 500 mL addition funnel was charged with water (2,000 mL) and 70% aqueous HClO4 (2.0 mL), then heated to 80° C. Allyl glycidyl ether (500 g, 4.38 mol) was added in one portion and the reaction mixture stirred for 12 hours. The mixture was neutralized by addition of 5% aqueous Na2CO3 to pH=8. The water was evaporated in vacuo to leave 550 g of crude product, which was distilled to yield 498 g (86%) of pure 3-allyloxy-1,2-... The reactants are CON, C[O-], CO, COC(=O)C1=Cc2cccc(C=O)c2OCC1, Cl, [Na+]. The product is CON=Cc1cccc2c1OCCC(C(=O)OC)=C2. Reaction SMILES: [CH3:19][O:20][NH2:21].[CH3:22][O-:23].[CH3:25][OH:26].[CH:1](=[O:2])[c:3]1[cH:4][cH:5][cH:6][c:7]2[c:13]1[O:12][CH2:11][CH2:10][C:9]([C:14](=[O:15])[O:16][CH3:17])=[CH:8]2.[ClH:18].[Na+:24]>>[CH:1]([c:3]1[cH:4][cH:5][cH:6][c:7]2[c:13]1[O:12][CH2:11][CH2:10][C:9]([C:14](=[O:15])[O:16][CH3:17])=[CH:8]2)=[N:21][O:20][CH3:19]. The reactants are CC(=O)O, Cc1ccncc1N1CCN(c2csc3ccnc(Cl)c23)C1=O, [Zn]. RXN SMILES: [CH3:24][C:25](=[O:26])[OH:27].[Cl:1][c:2]1[n:3][cH:4][cH:5][c:6]2[c:7]1[c:8]([N:11]1[C:12](=[O:23])[N:13]([c:16]3[cH:17][n:18][cH:19][cH:20][c:21]3[CH3:22])[CH2:14][CH2:15]1)[cH:9][s:10]2.[Zn:28]>>[cH:2]1[n:3][cH:4][cH:5][c:6]2[c:7]1[c:8]([N:11]1[C:12](=[O:23])[N:13]([c:16]3[cH:17][n:18][cH:19][cH:20][c:21]3[CH3:22])[CH2:14][CH2:15]1)[cH:9][s:10]2. The product is Cc1ccncc1N1CCN(c2csc3ccncc23)C1=O.